From a dataset of the Open Reaction Database (ORD), a public repository of structured organic reaction records. describe an organic reaction: reactants, conditions, products, and yield Reactants: CC(=O)OCC1OC(OC(C)=O)C(N)C(OC(C)=O)C1OC(C)=O, CCN=C=NCCCN(C)C, CN(C)c1ccncc1, ClCCl, Cl, Cl, O=C(O)Cc1ccccc1. Yields the product CC(=O)OCC1OC(OC(C)=O)C(NC(=O)Cc2ccccc2)C(OC(C)=O)C1OC(C)=O. As a reaction SMILES: [C:2]([CH3:3])(=[O:4])[O:5][CH:6]1[O:7][CH:8]([CH2:21][O:22][C:23]([CH3:24])=[O:25])[CH:9]([O:17][C:18]([CH3:19])=[O:20])[CH:10]([O:13][C:14]([CH3:15])=[O:16])[CH:11]1[NH2:12].[CH3:27][N:28]([CH3:29])[CH2:30][CH2:31][CH2:32][N:33]=[C:34]=[N:35][CH2:36][CH3:37].[CH3:51][N:52]([CH3:53])[c:54]1[cH:55][cH:56][n:57][cH:58][cH:59]1.[Cl:48][CH2:49][Cl:50].[ClH:1].[ClH:26].[c:38]1([CH2:44][C:45](=[O:46])[OH:47])[cH:39][cH:40][cH:41][cH:42][cH:43]1>>[C:2]([CH3:3])(=[O:4])[O:5][CH:6]1[O:7][CH:8]([CH2:21][O:22][C:23]([CH3:24])=[O:25])[CH:9]([O:17][C:18]([CH3:19])=[O:20])[CH:10]([O:13][C:14]([CH3:15])=[O:16])[CH:11]1[NH:12][C:45]([CH2:44][c:38]1[cH:39][cH:40][cH:41][cH:42][cH:43]1)=[O:46]. Reactants: C(C=C)C1(N(C(NC2=CC=C(C(=C12)F)F)=O)CC(F)(F)F)C1=CC=C(C=C1)F (4-allyl-5,6-difluoro-4-(4-fluorophenyl)-3-(2,2,2-trifluoroethyl)-3,4-dihydroquinazolin-2(1H)-one), O=[O+][O-] (ozone), CSC (dimethyl sulfide). The solvent is CCOC(=O)C (EtOAc), CO (MeOH). Run at time 15 minute. The product is FC1=C2C(N(C(NC2=CC=C1F)=O)CC(F)(F)F)(C1=CC=C(C=C1)F)CC=O ([5,6-Difluoro-4-(4-fluorophenyl)-2-oxo-3-(2,2,2-trifluoroethyl)-1,2,3,4-tetrahydroquinazolin-4-yl]acetaldehyde). Reaction SMILES: [CH2:1]([C:4]1([C:22]2[CH:27]=[CH:26][C:25]([F:28])=[CH:24][CH:23]=2)[C:13]2[C:8](=[CH:9][CH:10]=[C:11]([F:15])[C:12]=2[F:14])[NH:7][C:6](=[O:16])[N:5]1[CH2:17][C:18]([F:21])([F:20])[F:19])[CH:2]=C.[O:29]=[O+][O-].CSC>CO.CCOC(C)=O>[F:14][C:12]1[C:11]([F:15])=[CH:10][CH:9]=[C:8]2[C:13]=1[C:4]([CH2:1][CH:2]=[O:29])([C:22]1[CH:23]=[CH:24][C:25]([F:28])=[CH:26][CH:27]=1)[N:5]([CH2:17][C:18]([F:21])([F:19])[F:20])[C:6](=[O:16])[NH:7]2. Procedure details: To a −78° C. solution of 2.6 g (6.495 mmol) 4-allyl-5,6-difluoro-4-(4-fluorophenyl)-3-(2,2,2-trifluoroethyl)-3,4-dihydroquinazolin-2(1H)-one in 25 ml MeOH was bubbled ozone. After 15 mins at −78° C., the ozone was removed and the reaction mixture was quenched with 4.8 mL (64.946 mmol) dimethyl sulfide. After stirring at room temperature overnight, the reaction mixture was diluted with EtOAc and washed three times with water and brine. The organic layer was dried over NaSO4, filtered and concentr... The product is title compound, C1(=CC=CC=C1)C1=NC=C(C(=N1)O)C(=O)OCC (ethyl 2-phenyl-4-hydroxypyrimidine-5-carboxylate). The yield is 64.0%. Reported procedure: The title compound was prepared by (a) reaction of diethylethoxymethylenemalonate (31 g, 144 mmol) with benzamidine (22 g, 144 mmol) under basic conditions to afford ethyl 2-phenyl-4-hydroxypyrimidine-5-carboxylate in 64% yield in analogy to Example 15, (b) reaction of ethyl 2-phenyl-4-hydroxypyrimidine-5-carboxylate (1.5 g, 6 mmol) and POCl3 (9.4 g, 62 mmol) to afford 81% of ethyl 2-phenyl-4-chloropyrimidine-5-carboxylate in analogy to Example 7, (c) reaction of ethyl 2-phenyl-4-chloropyrimidin... As a reaction SMILES: C(O[C:4](=[O:15])[C:5](=[CH:11]OCC)[C:6]([O:8][CH2:9][CH3:10])=[O:7])C.[C:16]([NH2:24])(=[NH:23])[C:17]1[CH:22]=[CH:21][CH:20]=[CH:19][CH:18]=1>>[C:17]1([C:16]2[N:24]=[C:4]([OH:15])[C:5]([C:6]([O:8][CH2:9][CH3:10])=[O:7])=[CH:11][N:23]=2)[CH:22]=[CH:21][CH:20]=[CH:19][CH:18]=1. The reactants are ( a ), C(C)OC(C(C(=O)OCC)=COCC)=O (diethylethoxymethylenemalonate), C(C1=CC=CC=C1)(=N)N (benzamidine). Reactants: Example 1, CC(=O)OCC1=C(N2[C@@H]([C@@H](C2=O)NC(=O)[C@@H](C=3C=CC=CC3)N)SC1)C(=O)O (cephaloglycine), C(C)N1C(=NNC(C1=O)=O)S (1,4,5,6-tetrahydro-4-ethyl-5,6-dioxo-3-mercapto-as-triazine). Yields the product N[C@@H](C(=O)N[C@H]1[C@@H]2N(C(=C(CS2)CSC2=NNC(C(N2CC)=O)=O)C(=O)O)C1=O)C1=CC=CC=C1 ((7R)-7-[(R)-2-amino-2-phenylacetamido]-3-[[(1,4,5,6-tetrahydro-4-ethyl-5,6-dioxo-as-triazin-3-yl)-thio]methyl]-3-cephem-4-carboxylic acid). Reaction SMILES: CC(O[CH2:5][C:6]1[CH2:25][S:24][C@@H:9]2[C@H:10]([NH:13][C:14]([C@H:16]([NH2:23])[C:17]3[CH:18]=[CH:19][CH:20]=[CH:21][CH:22]=3)=[O:15])[C:11](=[O:12])[N:8]2[C:7]=1[C:26]([OH:28])=[O:27])=O.[CH2:29]([N:31]1[C:36](=[O:37])[C:35](=[O:38])[NH:34][N:33]=[C:32]1[SH:39])[CH3:30]>>[NH2:23][C@H:16]([C:17]1[CH:18]=[CH:19][CH:20]=[CH:21][CH:22]=1)[C:14]([NH:13][C@@H:10]1[C:11](=[O:12])[N:8]2[C:7]([C:26]([OH:28])=[O:27])=[C:6]([CH2:5][S:39][C:32]3[N:31]([CH2:29][CH3:30])[C:36](=[O:37])[C:35](=[O:38])[NH:34][N:33]=3)[CH2:25][S:24][C@H:9]12)=[O:15]. Procedure: In a manner analogous to that described in Example 1 8.1 g of cephaloglycine and 3.78 g of 1,4,5,6-tetrahydro-4-ethyl-5,6-dioxo-3-mercapto-as-triazine were reacted to yield 4.19 g (40.5%); of (7R)-7-[(R)-2-amino-2-phenylacetamido]-3-[[(1,4,5,6-tetrahydro-4-ethyl-5,6-dioxo-as-triazin-3-yl)-thio]methyl]-3-cephem-4-carboxylic acid which was isolated as a Zwitter ion; yield 4.19g (40.5% melting point >180° (decomposition); [α]D20 = -86.3) (c = 0.276 in dimethylformamide).